This data is from the Open Reaction Database (ORD), a public repository of structured organic reaction records. The task is: describe an organic reaction: reactants, conditions, products, and yield Starting materials: O (water), OOS(=O)[O-].[K+] (oxone), CSC1=CC=C(C#N)C=C1 (4-methylthiobenzonitrile), O (water). Solvent: CO (methanol). Run at time 3 hour. The product is CS(=O)(=O)C1=CC=C(C#N)C=C1 (4-Methylsulphonylbenzonitrile). As a reaction SMILES: [OH:1]OS([O-])=O.[K+].[CH3:7][S:8][C:9]1[CH:16]=[CH:15][C:12]([C:13]#[N:14])=[CH:11][CH:10]=1.[OH2:17]>CO>[CH3:7][S:8]([C:9]1[CH:16]=[CH:15][C:12]([C:13]#[N:14])=[CH:11][CH:10]=1)(=[O:1])=[O:17] |f:0.1|. Reported procedure: A solution of oxone (18.42 g, 0.03 mol) in water (70 ml) was added dropwise to the vigorous stirred solution of 4-methylthiobenzonitrile (1.49 g, 0.01 mol) in methanol (50 ml) at 20° C. and stirring was continued for three hours. The reaction mixture was diluted with water (50 ml) and extracted with ethyl acetate. The ethyl acetate extract was washed with water, dried over anhydrous sodium sulphate and concentrated under reduced pressure to finish the title compound (1.3 g, 72.2%), mp 145-149° C... Reactants: CN(C)C=O, BrC1CCCC1, [H-], [Na+], COC(=O)c1ccc(SC)c(O)c1. Product: COC(=O)c1ccc(SC)c(OC2CCCC2)c1. Reaction SMILES: [CH3:22][N:23]([CH3:24])[CH:25]=[O:26].[CH:16]1([Br:21])[CH2:17][CH2:18][CH2:19][CH2:20]1.[H-:14].[Na+:15].[OH:1][c:2]1[cH:3][c:4]([C:5](=[O:6])[O:7][CH3:8])[cH:9][cH:10][c:11]1[S:12][CH3:13]>>[O:1]([c:2]1[cH:3][c:4]([C:5](=[O:6])[O:7][CH3:8])[cH:9][cH:10][c:11]1[S:12][CH3:13])[CH:16]1[CH2:17][CH2:18][CH2:19][CH2:20]1. The reactants are CNC, CO, Fc1ccc(C2CCc3c(Cl)nc(Cl)nc32)cc1F. Yields the product CN(C)c1nc(Cl)nc2c1CCC2c1ccc(F)c(F)c1. RXN SMILES: [CH3:20][NH:21][CH3:22].[CH3:23][OH:24].[Cl:1][c:2]1[n:3][c:4]([Cl:19])[c:5]2[c:6]([n:7]1)[CH:8]([c:11]1[cH:12][c:13]([F:18])[c:14]([F:17])[cH:15][cH:16]1)[CH2:9][CH2:10]2>>[Cl:1][c:2]1[n:3][c:4]([N:21]([CH3:20])[CH3:22])[c:5]2[c:6]([n:7]1)[CH:8]([c:11]1[cH:12][c:13]([F:18])[c:14]([F:17])[cH:15][cH:16]1)[CH2:9][CH2:10]2. Starting materials: C(C)(=O)O (Acetic acid), C=O (formaldehyde), C(#N)[BH3-].[Na+] (sodium cyanoborohydride), NC(COC(C)=O)(COC(C)=O)CCCCCCCCCCCCCCCCCC (2-Amino-1,3-diacetoxy-2-octadecylpropane). The solvent is C(C)#N (acetonitrile). Run at time 1 hour. Yields the product C(C)(=O)OCC(COC(C)=O)(CCCCCCCCCCCCCCCCCC)N(C)C (1,3-diacetoxy-2-(N,N-dimethylamino)-2-octadecylpropane). RXN SMILES: N[C:2]([CH2:13][CH2:14][CH2:15][CH2:16][CH2:17][CH2:18][CH2:19][CH2:20][CH2:21][CH2:22][CH2:23][CH2:24][CH2:25][CH2:26][CH2:27][CH2:28][CH2:29][CH3:30])([CH2:8][O:9][C:10](=[O:12])[CH3:11])[CH2:3][O:4][C:5](=[O:7])[CH3:6].C=O.[C:33]([BH3-])#[N:34].[Na+].[C:37](O)(=O)C>C(#N)C>[C:5]([O:4][CH2:3][C:2]([N:34]([CH3:33])[CH3:37])([CH2:13][CH2:14][CH2:15][CH2:16][CH2:17][CH2:18][CH2:19][CH2:20][CH2:21][CH2:22][CH2:23][CH2:24][CH2:25][CH2:26][CH2:27][CH2:28][CH2:29][CH3:30])[CH2:8][O:9][C:10](=[O:12])[CH3:11])(=[O:7])[CH3:6] |f:2.3|. Procedure details: 2-Amino-1,3-diacetoxy-2-octadecylpropane (700 mg) was dissolved in 35 ml of acetonitrile and 1.38 g of 37% formaldehyde and 330 mg of sodium cyanoborohydride were added thereto. The mixture was stirred at room temperature for 1 hour. Acetic acid (0.265 ml) was added thereto and the mixture was stirred at room temperature for 1 hour. The reaction mixture was concentrated and purified by silica gel column chromatography using hexane-ethyl acetate (4:1→3:1) as an eluent to give 436 mg of colorless,... Reactants: Cl.ClCCNCCCl (Bis(2-chloroethyl)amine hydrochloride), CC1(OC2=C(C1C1=CC=C(C=C1)C)C(=C(C(=C2C)C)N)C)C (2,2,4,6,7-pentamethyl-3-(4-methylphenyl)-2,3-dihydro-1-benzofuran-5-amine), C([O-])([O-])=O.[Na+].[Na+] (sodium carbonate). The solvent is C(CCC)O (1-butanol). The product is Cl.CC1(OC2=C(C1C1=CC=C(C=C1)C)C(=C(C(=C2C)C)N2CCNCC2)C)C (1-(2,2,4,6,7-pentamethyl-3-(4-methylphenyl)-2,3-dihydro-1-benzofuran-5-yl)piperazine hydrochloride). RXN SMILES: Cl.[Cl:2][CH2:3][CH2:4][NH:5][CH2:6][CH2:7]Cl.[CH3:9][C:10]1([CH3:30])[CH:14]([C:15]2[CH:20]=[CH:19][C:18]([CH3:21])=[CH:17][CH:16]=2)[C:13]2[C:22]([CH3:29])=[C:23]([NH2:28])[C:24]([CH3:27])=[C:25]([CH3:26])[C:12]=2[O:11]1.C(=O)([O-])[O-].[Na+].[Na+]>C(O)CCC>[ClH:2].[CH3:9][C:10]1([CH3:30])[CH:14]([C:15]2[CH:16]=[CH:17][C:18]([CH3:21])=[CH:19][CH:20]=2)[C:13]2[C:22]([CH3:29])=[C:23]([N:28]3[CH2:7][CH2:6][NH:5][CH2:4][CH2:3]3)[C:24]([CH3:27])=[C:25]([CH3:26])[C:12]=2[O:11]1 |f:0.1,3.4.5,7.8|. Procedure details: Bis(2-chloroethyl)amine hydrochloride (18.7 g, 105 mmol) was added to a suspension of 2,2,4,6,7-pentamethyl-3-(4-methylphenyl)-2,3-dihydro-1-benzofuran-5-amine (29.5 g, 100 mmol) in 1-butanol (300 mL) and the mixture was refluxed for 24 hours under argon atmosphere. The reaction mixture was cooled to room temperature and then sodium carbonate (12.7 g, 120 mmol) was added. The resulting mixture was refluxed for 24 hours and concentrated under reduced pressure. The residue was diluted with water (... Starting materials: [Br-], Cc1cc(CBr)no1, CCC1CC(O)CC1c1nnc2cnc3c(ccn3COCC[Si](C)(C)C)n12, C1COCCO1, CCCC[N+](CCCC)(CCCC)CCCC, CCOC(C)=O, [K+], [OH-], O. Yields the product CCC1CC(OCc2cc(C)on2)CC1c1nnc2cnc3c(ccn3COCC[Si](C)(C)C)n12. As a reaction SMILES: [Br-:45].[Br:37][CH2:38][c:39]1[n:40][o:41][c:42]([CH3:44])[cH:43]1.[CH2:1]([CH3:2])[CH:3]1[CH2:4][CH:5]([OH:28])[CH2:6][CH:7]1[c:8]1[n:9][n:10][c:11]2[n:12]1[c:13]1[c:14]([n:15][cH:16]2)[n:17]([CH2:20][O:21][CH2:22][CH2:23][Si:24]([CH3:25])([CH3:26])[CH3:27])[cH:18][cH:19]1.[CH2:31]1[O:32][CH2:33][CH2:34][O:35][CH2:36]1.[CH2:46]([N+:47]([CH2:48][CH2:49][CH2:50][CH3:51])([CH2:52][CH2:53][CH2:54][CH3:55])[CH2:56][CH2:57][CH2:58][CH3:59])[CH2:60][CH2:61][CH3:62].[CH3:64][CH2:65][O:66][C:67]([CH3:68])=[O:69].[K+:30].[OH-:29].[OH2:63]>>[CH2:1]([CH3:2])[CH:3]1[CH2:4][CH:5]([O:28][CH2:38][c:39]2[n:40][o:41][c:42]([CH3:44])[cH:43]2)[CH2:6][CH:7]1[c:8]1[n:9][n:10][c:11]2[n:12]1[c:13]1[c:14]([n:15][cH:16]2)[n:17]([CH2:20][O:21][CH2:22][CH2:23][Si:24]([CH3:25])([CH3:26])[CH3:27])[cH:18][cH:19]1. Starting materials: COCCOC, Clc1nc(Cl)c2ccccc2c1-c1ccccc1, [H-], [Na+], c1c[nH]cn1. Product: Cl, Clc1nc(-n2ccnc2)c2ccccc2c1-c1ccccc1. RXN SMILES: [CH3:26][O:27][CH2:28][CH2:29][O:30][CH3:31].[Cl:8][c:9]1[n:10][c:11]([Cl:25])[c:12](-[c:19]2[cH:20][cH:21][cH:22][cH:23][cH:24]2)[c:13]2[cH:14][cH:15][cH:16][cH:17][c:18]12.[H-:1].[Na+:2].[nH:3]1[cH:4][n:5][cH:6][cH:7]1>>[ClH:8].[n:3]1(-[c:9]2[n:10][c:11]([Cl:25])[c:12](-[c:19]3[cH:20][cH:21][cH:22][cH:23][cH:24]3)[c:13]3[cH:14][cH:15][cH:16][cH:17][c:18]23)[cH:4][n:5][cH:6][cH:7]1. Starting materials: Cc1nc(Cl)c([N+](=O)[O-])c(Cl)c1C, NCCCCCCO. The product is Cc1nc(Cl)c([N+](=O)[O-])c(NCCCCCCO)c1C. As a reaction SMILES: [Cl:9][c:10]1[n:11][c:12]([CH3:21])[c:13]([CH3:20])[c:14]([Cl:19])[c:15]1[N+:16](=[O:17])[O-:18].[NH2:1][CH2:2][CH2:3][CH2:4][CH2:5][CH2:6][CH2:7][OH:8]>>[NH:1]([CH2:2][CH2:3][CH2:4][CH2:5][CH2:6][CH2:7][OH:8])[c:14]1[c:13]([CH3:20])[c:12]([CH3:21])[n:11][c:10]([Cl:9])[c:15]1[N+:16](=[O:17])[O-:18].